This data is from the Open Reaction Database (ORD), a public repository of structured organic reaction records. The task is: describe an organic reaction: reactants, conditions, products, and yield Reactants: CCO, [H][H], O=[N+]([O-])c1ccc2c(c1)OCCCN2CCN1CCCC1. The product is Nc1ccc2c(c1)OCCCN2CCN1CCCC1. Reaction SMILES: [CH3:24][CH2:25][OH:26].[H:22][H:23].[N+:1]([O-:2])(=[O:3])[c:4]1[cH:5][c:6]2[c:7]([cH:20][cH:21]1)[N:8]([CH2:13][CH2:14][N:15]1[CH2:16][CH2:17][CH2:18][CH2:19]1)[CH2:9][CH2:10][CH2:11][O:12]2>>[NH2:1][c:4]1[cH:5][c:6]2[c:7]([cH:20][cH:21]1)[N:8]([CH2:13][CH2:14][N:15]1[CH2:16][CH2:17][CH2:18][CH2:19]1)[CH2:9][CH2:10][CH2:11][O:12]2. The reactants are [BH4-], CC(C)CCN, CO, NC(=O)c1ccc(Oc2ccc(C=O)cc2)s1, [Na+]. Yields the product CC(C)CCNCc1ccc(Oc2ccc(C(N)=O)s2)cc1. RXN SMILES: [BH4-:24].[CH2:18]([CH2:19][CH:20]([CH3:21])[CH3:22])[NH2:23].[CH3:26][OH:27].[CH:1](=[O:2])[c:3]1[cH:4][cH:5][c:6]([O:7][c:8]2[cH:9][cH:10][c:11]([C:13](=[O:14])[NH2:15])[s:12]2)[cH:16][cH:17]1.[Na+:25]>>[CH2:1]([c:3]1[cH:4][cH:5][c:6]([O:7][c:8]2[cH:9][cH:10][c:11]([C:13](=[O:14])[NH2:15])[s:12]2)[cH:16][cH:17]1)[NH:23][CH2:18][CH2:19][CH:20]([CH3:21])[CH3:22]. Reactants: FC1=C(C=CC(=C1)C)B(O)O ((2-fluoro-4-methylphenyl)boronic acid), FC1=C(C=CC(=C1)C)C1=C(C(=NS1)C(F)(F)F)COC1=CC(=C(C=C1)CCC(=O)OCC)C(F)(F)F (ethyl 3-(4-((5-(2-fluoro-4-methylphenyl)-3-(trifluoromethyl)isothiazol-4-yl)methoxy)-2-(trifluoromethyl)phenyl)propanoate). Yields the product FC1=C(C=CC(=C1)C)C1=C(C(=NS1)C(F)(F)F)COC1=CC(=C(C=C1)CCC(=O)O)C(F)(F)F (3-(4-[[5-(2-fluoro-4-methylphenyl)-3-(trifluoromethyl)-1,2-thiazol-4-yl]methoxy]-2-(trifluoromethyl)phenyl)propanoic acid). As a reaction SMILES: FC1C=C(C)C=CC=1B(O)O.[F:12][C:13]1[CH:18]=[C:17]([CH3:19])[CH:16]=[CH:15][C:14]=1[C:20]1[S:24][N:23]=[C:22]([C:25]([F:28])([F:27])[F:26])[C:21]=1[CH2:29][O:30][C:31]1[CH:36]=[CH:35][C:34]([CH2:37][CH2:38][C:39]([O:41]CC)=[O:40])=[C:33]([C:44]([F:47])([F:46])[F:45])[CH:32]=1>>[F:12][C:13]1[CH:18]=[C:17]([CH3:19])[CH:16]=[CH:15][C:14]=1[C:20]1[S:24][N:23]=[C:22]([C:25]([F:28])([F:26])[F:27])[C:21]=1[CH2:29][O:30][C:31]1[CH:36]=[CH:35][C:34]([CH2:37][CH2:38][C:39]([OH:41])=[O:40])=[C:33]([C:44]([F:47])([F:45])[F:46])[CH:32]=1. Procedure details: The title compound was prepared according to the procedure described in Example 172 following Step 1-6 using (2-fluoro-4-methylphenyl)boronic acid for coupling and then hydrolysis of ethyl 3-(4-((5-(2-fluoro-4-methylphenyl)-3-(trifluoromethyl)isothiazol-4-yl)methoxy)-2-(trifluoromethyl)phenyl)propanoate to afford the desired product as an off-white solid. 1H NMR (400 MHz, CD3OD) δ 7.36 (t, J=7.8 Hz, 2H), 7.17 (t, J=7.6 Hz, 2H), 7.00-7.04 (m, 2H), 5.14 (s, 2H), 3.02 (t, J=8.0 Hz, 2H), 2.52 (t, J=... Reactants: C1=CC=CC=C1 (benzene). Reagents/catalysts: [Pd] (palladium). The product is C1(CCCCC1)C1=CC=CC=C1 (cyclohexylbenzene). As a reaction SMILES: [CH:1]1[CH:6]=[CH:5][CH:4]=[CH:3][CH:2]=1>[Pd]>[CH:1]1([C:1]2[CH:6]=[CH:5][CH:4]=[CH:3][CH:2]=2)[CH2:6][CH2:5][CH2:4][CH2:3][CH2:2]1. Procedure details: A 41 wt % EMM-12 calcined of Example 3 and 59 wt % palladium-containing alumina catalyst of Example 4 was prepared. This catalyst was tested for benzene hydroalkylation to form cyclohexylbenzene. Starting materials: CC(=O)O[BH-](OC(C)=O)OC(C)=O, CCCCc1nc2c(N)nc3ccccc3c2n1CCCNC1CCN(C)CC1, CC(=O)O, CN1CCCC1=O, CO, COC(=O)Cc1cccc(C=O)c1, [Na+]. Yields the product CCCCc1nc2c(N)nc3ccccc3c2n1CCCN(Cc1cccc(CC(=O)OC)c1)C1CCN(C)CC1. As a reaction SMILES: [C:43]([O:44][BH-:45]([O:46][C:47](=[O:48])[CH3:49])[O:50][C:51](=[O:52])[CH3:53])(=[O:54])[CH3:55].[CH2:14]([CH2:15][CH2:16][CH3:17])[c:18]1[n:19]([CH2:32][CH2:33][CH2:34][NH:35][CH:36]2[CH2:37][CH2:38][N:39]([CH3:42])[CH2:40][CH2:41]2)[c:20]2[c:21]([c:22]([NH2:30])[n:23][c:24]3[cH:25][cH:26][cH:27][cH:28][c:29]23)[n:31]1.[CH3:57][C:58](=[O:59])[OH:60].[CH3:61][N:62]1[CH2:63][CH2:64][CH2:65][C:66]1=[O:67].[CH3:68][OH:69].[CH:1](=[O:2])[c:3]1[cH:4][c:5]([CH2:9][C:10](=[O:11])[O:12][CH3:13])[cH:6][cH:7][cH:8]1.[Na+:56]>>[CH2:1]([c:3]1[cH:4][c:5]([CH2:9][C:10](=[O:11])[O:12][CH3:13])[cH:6][cH:7][cH:8]1)[N:35]([CH2:34][CH2:33][CH2:32][n:19]1[c:18]([CH2:14][CH2:15][CH2:16][CH3:17])[n:31][c:21]2[c:20]1[c:29]1[c:24]([n:23][c:22]2[NH2:30])[cH:25][cH:26][cH:27][cH:28]1)[CH:36]1[CH2:37][CH2:38][N:39]([CH3:42])[CH2:40][CH2:41]1. The reactants are C(C)(=O)C1=C(C(=C(OCC=2C=C(C=O)C=CC2)C=C1)CCC)O (3-[(4-acetyl-3-hydroxy-2-propylphenoxy)methyl]benzaldehyde), S1C(=S)NC(=O)C1 (rhodanine), C(C)(=O)[O-].[Na+] (sodium acetate). The solvent is C(C)(=O)O (acetic acid). Yields the product C(C)(=O)C1=C(C(=C(OCC=2C=C(C=CC2)\C=C/2\C(NC(S2)=S)=O)C=C1)CCC)O ((Z)-5-[[3-[(4-acetyl-3-hydroxy-2-propylphenoxy)methyl]phenyl]methylene]-2-thioxo-4-thiazolidinone). RXN SMILES: [C:1]([C:4]1[CH:19]=[CH:18][C:7]([O:8][CH2:9][C:10]2[CH:11]=[C:12]([CH:15]=[CH:16][CH:17]=2)[CH:13]=O)=[C:6]([CH2:20][CH2:21][CH3:22])[C:5]=1[OH:23])(=[O:3])[CH3:2].[S:24]1[CH2:30][C:28](=[O:29])[NH:27][C:25]1=[S:26].C([O-])(=O)C.[Na+]>C(O)(=O)C>[C:1]([C:4]1[CH:19]=[CH:18][C:7]([O:8][CH2:9][C:10]2[CH:11]=[C:12](/[CH:13]=[C:30]3/[C:28](=[O:29])[NH:27][C:25](=[S:26])[S:24]/3)[CH:15]=[CH:16][CH:17]=2)=[C:6]([CH2:20][CH2:21][CH3:22])[C:5]=1[OH:23])(=[O:3])[CH3:2] |f:2.3|. Reported procedure: Under a nitrogen atmosphere in a three-neck round bottom flask 3-[(4-acetyl-3-hydroxy-2-propylphenoxy)methyl]benzaldehyde (0.73 g, 2.34 mmol), rhodanine (0.34 g, 2.55 mmol), sodium acetate (0.23 g, 2.80 mmol) and acetic acid (20 ml) were combined and then heated to reflux. The reaction mixture was allowed to reflux. The progress of the reaction was monitored by thin layer chromatography. Starting materials: COC(OC)c1cc(Br)c(Sc2ccc(Cl)cc2)s1, [Li]CCCC, CCCCCC, CON(C)C(=O)c1ccc(Cl)cc1, C1CCOC1, O. Product: COC(OC)c1cc(C(=O)c2ccc(Cl)cc2)c(Sc2ccc(Cl)cc2)s1. As a reaction SMILES: [Br:1][c:2]1[c:3]([S:12][c:13]2[cH:14][cH:15][c:16]([Cl:19])[cH:17][cH:18]2)[s:4][c:5]([CH:7]([O:8][CH3:9])[O:10][CH3:11])[cH:6]1.[CH2:20]([Li:21])[CH2:22][CH2:23][CH3:24].[CH3:25][CH2:26][CH2:27][CH2:28][CH2:29][CH3:30].[Cl:31][c:32]1[cH:33][cH:34][c:35]([C:36](=[O:37])[N:38]([O:39][CH3:40])[CH3:41])[cH:42][cH:43]1.[O:44]1[CH2:45][CH2:46][CH2:47][CH2:48]1.[OH2:49]>>[c:2]1([C:36]([c:35]2[cH:34][cH:33][c:32]([Cl:31])[cH:43][cH:42]2)=[O:37])[c:3]([S:12][c:13]2[cH:14][cH:15][c:16]([Cl:19])[cH:17][cH:18]2)[s:4][c:5]([CH:7]([O:8][CH3:9])[O:10][CH3:11])[cH:6]1.